From a dataset of the Open Reaction Database (ORD), a public repository of structured organic reaction records. describe an organic reaction: reactants, conditions, products, and yield Reactants: C(C1=CC=CC=C1)OC1=CC(=CC=2N1N=C(C2C(=O)OCC)C)C (Ethyl 7-(benzyloxy)-2,5-dimethylpyrazolo[1,5-a]pyridine-3-carboxylate), [OH-].[Na+] (sodium hydroxide). Run in O1CCOCC1 (1,4-dioxane). Conditions: temperature 100 celsius, time 18 hour. Product: C(C1=CC=CC=C1)OC1=CC(=CC=2N1N=C(C2C(=O)O)C)C (7-Benzyloxy-2,5-dimethylpyrazolo[1,5-a]pyridine-3-carboxylic Acid). Isolated yield 72.0%. Reaction SMILES: [CH2:1]([O:8][C:9]1[N:14]2[N:15]=[C:16]([CH3:23])[C:17]([C:18]([O:20]CC)=[O:19])=[C:13]2[CH:12]=[C:11]([CH3:24])[CH:10]=1)[C:2]1[CH:7]=[CH:6][CH:5]=[CH:4][CH:3]=1.[OH-].[Na+]>O1CCOCC1>[CH2:1]([O:8][C:9]1[N:14]2[N:15]=[C:16]([CH3:23])[C:17]([C:18]([OH:20])=[O:19])=[C:13]2[CH:12]=[C:11]([CH3:24])[CH:10]=1)[C:2]1[CH:7]=[CH:6][CH:5]=[CH:4][CH:3]=1 |f:1.2|. Procedure details: A solution of 390 mg (1.13 mmol) of 7-benzyloxy-2,5-dimethylpyrazolo[1,5-a]pyridine-3-carboxylic acid ethyl ester (Example 7A) in 6 ml of 1,4-dioxane was admixed with 4 ml of 2 M sodium hydroxide solution. The mixture was stirred at 100° C. for a further 18 hours. The reaction mixture was cooled under reduced pressure and then concentrated under reduced pressure. The residue was admixed with acetonitrile (10 ml) and water (2 ml), followed by 2 ml of trifluoroacetic acid, which was added dropwise... The reactants are OC=1C(=CC2=CC=CC=C2C1)C(=O)NN (3-hydroxy-2-naphthohydrazide), C(C1=CC=CO1)=O (furfural). Solvent: CO (methanol). Run at time 30 minute. Product: OC=1C(=CC2=CC=CC=C2C1)C(=O)NN=CC=1OC=CC1 (3-hydroxy-N′-(2-furylmethylene)-2-naphthohydrazide). RXN SMILES: [OH:1][C:2]1[C:3]([C:12]([NH:14][NH2:15])=[O:13])=[CH:4][C:5]2[C:10]([CH:11]=1)=[CH:9][CH:8]=[CH:7][CH:6]=2.[CH:16](=O)[C:17]1[O:21][CH:20]=[CH:19][CH:18]=1>CO>[OH:1][C:2]1[C:3]([C:12]([NH:14][N:15]=[CH:16][C:17]2[O:21][CH:20]=[CH:19][CH:18]=2)=[O:13])=[CH:4][C:5]2[C:10]([CH:11]=1)=[CH:9][CH:8]=[CH:7][CH:6]=2. Reported procedure: A four neck flask (2 liters) equipped with a thermometer, a reflux condenser and a stirrer was charged with 101 g (0.5 mol) of 3-hydroxy-2-naphthohydrazide and 1.5 liter of methanol, and 57.6 g (0.6 mol) of furfural was dropwise added thereto in 30 minutes while stirring at room temperature. After heating under reflux for 5 hours, the reaction liquid was cooled down to 20° C. or lower, and crystal was filtered off. The crystal was washed with a small amount of methanol and then dried under reduc... Reactants: OC1=CC=C2C(=CC(OC2=C1)=O)C1=CC=CC=C1 (7-hydroxy-4-phenyl-2H-chromen-2-one), [Br-].[Br-].C1(=CC=CC=C1)P(C1=CC=CC=C1)C1=CC=CC=C1 (triphenylphosphine dibromide). Solvent: ClCCl (dichloromethane). Product: BrC1=CC=C2C(=CC(OC2=C1)=O)C1=CC=CC=C1 (7-Bromo-4-phenyl-2H-chromen-2-one). Reaction SMILES: O[C:2]1[CH:11]=[C:10]2[C:5]([C:6]([C:13]3[CH:18]=[CH:17][CH:16]=[CH:15][CH:14]=3)=[CH:7][C:8](=[O:12])[O:9]2)=[CH:4][CH:3]=1.[Br-:19].[Br-].C1(P(C2C=CC=CC=2)C2C=CC=CC=2)C=CC=CC=1>ClCCl>[Br:19][C:2]1[CH:11]=[C:10]2[C:5]([C:6]([C:13]3[CH:18]=[CH:17][CH:16]=[CH:15][CH:14]=3)=[CH:7][C:8](=[O:12])[O:9]2)=[CH:4][CH:3]=1 |f:1.2.3|. Reported procedure: 7-hydroxy-4-phenyl-2H-chromen-2-one, (5.07 g, 21.3 mmol) and triphenylphosphine dibromide (9.88 g, 23.4 mmol) were heated in a sand bath at 320-350° C. for 3 h. The cooled mixture was dissolved in dichloromethane, silica gel (150 g) was added and the mixture was evaporated. Column chromatography with hexane/EtOAc: 70:30, gave the title compound. The solvent is C(Cl)Cl (methylene chloride), C(C)N(CC)CC (Triethylamine), CO (Methanol), O (water). Reactants: CN(C1=CC=CC=C1)C (dimethylaniline), C[Si](C)(C)Cl (trimethylsilyl chloride), C1(=CC=CC=C1)CC(=O)NC1[C@@H]2N(C(=C(CS2)O)C(=O)OCC2=CC=C(C=C2)[N+](=O)[O-])C1=O (4-nitrobenzyl 7-(2-phenylacetamido)-3-hydroxy-3-cephem-4-carboxylate), P(Cl)(Cl)(Cl)(Cl)Cl (Phosphorus pentachloride). As a reaction SMILES: CN(C)C1C=CC=CC=1.C[Si](Cl)(C)C.C1(CC([NH:24][CH:25]2[C:46](=[O:47])[N:27]3[C:28]([C:33]([O:35][CH2:36][C:37]4[CH:42]=[CH:41][C:40]([N+:43]([O-:45])=[O:44])=[CH:39][CH:38]=4)=[O:34])=[C:29]([OH:32])[CH2:30][S:31][C@H:26]23)=O)C=CC=CC=1.P(Cl)(Cl)(Cl)(Cl)Cl>C(Cl)Cl.O.CO.C(N(CC)CC)C>[NH2:24][CH:25]1[C:46](=[O:47])[N:27]2[C:28]([C:33]([O:35][CH2:36][C:37]3[CH:38]=[CH:39][C:40]([N+:43]([O-:45])=[O:44])=[CH:41][CH:42]=3)=[O:34])=[C:29]([OH:32])[CH2:30][S:31][C@H:26]12. Procedure details: Triethylamine (2.37 g.), dimethylaniline (7.12 g.) and trimethylsilyl chloride (3.93 g.) were added to a stirred suspension of 4-nitrobenzyl 7-(2-phenylacetamido)-3-hydroxy-3-cephem-4-carboxylate (10 g.) in methylene chloride (200 ml.) in turn, and the solution was stirred at room temperature for an hour. Phosphorus pentachloride (4.88 g.) was added to the solution at -30° to -25° C. and stirred at -25° to -20° C. for 3 hours. Methanol (42 ml.) was added to the solution at -25° to -20° C., and s... Yield: 69.5%. Yields the product NC1[C@@H]2N(C(=C(CS2)O)C(=O)OCC2=CC=C(C=C2)[N+](=O)[O-])C1=O (4-nitrobenzyl 7-amino-3-hydroxy-3-cephem-4-carboxylate). Starting materials: Brc1cncnc1, CC(C)(C)[O-], Cc1ccccc1, CCOC(C)=O, CCOCC, [Na+], NC1CCN(C2CCCCC2c2ccccc2)CC1, c1ccc(P(c2ccccc2)c2ccc3ccccc3c2-c2c(P(c3ccccc3)c3ccccc3)ccc3ccccc23)cc1. Yields the product c1ccc(C2CCCCC2N2CCC(Nc3cncnc3)CC2)cc1. RXN SMILES: [Br:1][c:2]1[cH:3][n:4][cH:5][n:6][cH:7]1.[CH3:73][C:74]([CH3:75])([O-:76])[CH3:77].[CH3:79][c:80]1[cH:81][cH:82][cH:83][cH:84][cH:85]1.[CH3:86][CH2:87][O:88][C:89](=[O:90])[CH3:91].[CH3:92][CH2:93][O:94][CH2:95][CH3:96].[Na+:78].[c:8]1([CH:14]2[CH:15]([N:20]3[CH2:21][CH2:22][CH:23]([NH2:26])[CH2:24][CH2:25]3)[CH2:16][CH2:17][CH2:18][CH2:19]2)[cH:9][cH:10][cH:11][cH:12][cH:13]1.[cH:27]1[cH:28][cH:29][c:30]([P:31]([c:32]2[cH:33][cH:34][c:35]3[c:36]([cH:37][cH:38][cH:39][cH:40]3)[c:41]2-[c:42]2[c:43]3[c:44]([cH:45][cH:46][cH:47][cH:48]3)[cH:49][cH:50][c:51]2[P:52]([c:53]2[cH:54][cH:55][cH:56][cH:57][cH:58]2)[c:59]2[cH:60][cH:61][cH:62][cH:63][cH:64]2)[c:65]2[cH:66][cH:67][cH:68][cH:69][cH:70]2)[cH:71][cH:72]1>>[c:2]1([NH:26][CH:23]2[CH2:22][CH2:21][N:20]([CH:15]3[CH:14]([c:8]4[cH:9][cH:10][cH:11][cH:12][cH:13]4)[CH2:19][CH2:18][CH2:17][CH2:16]3)[CH2:25][CH2:24]2)[cH:3][n:4][cH:5][n:6][cH:7]1.